Dataset: the Open Reaction Database (ORD), a public repository of structured organic reaction records. Task: describe an organic reaction: reactants, conditions, products, and yield Starting materials: CCOc1cc(S(=O)(=O)N2CCCC2)ccc1C1=NC(C)(c2ccc(Cl)cc2)C(C)(c2ccc(Cl)cc2)N1C(=O)Cl, Cl, Cl, CS(=O)(=O)NCCN1CCNCC1. The product is CCOc1cc(S(=O)(=O)N2CCCC2)ccc1C1=NC(C)(c2ccc(Cl)cc2)C(C)(c2ccc(Cl)cc2)N1C(=O)N1CCN(CCNS(C)(=O)=O)CC1. RXN SMILES: [Cl:1][c:2]1[cH:3][cH:4][c:5]([C:8]2([CH3:41])[N:9]=[C:10]([c:24]3[c:25]([O:38][CH2:39][CH3:40])[cH:26][c:27]([S:30](=[O:31])(=[O:32])[N:33]4[CH2:34][CH2:35][CH2:36][CH2:37]4)[cH:28][cH:29]3)[N:11]([C:21](=[O:22])[Cl:23])[C:12]2([CH3:13])[c:14]2[cH:15][cH:16][c:17]([Cl:20])[cH:18][cH:19]2)[cH:6][cH:7]1.[ClH:42].[ClH:43].[N:44]1([CH2:50][CH2:51][NH:52][S:53](=[O:54])(=[O:55])[CH3:56])[CH2:45][CH2:46][NH:47][CH2:48][CH2:49]1>>[Cl:1][c:2]1[cH:3][cH:4][c:5]([C:8]2([CH3:41])[N:9]=[C:10]([c:24]3[c:25]([O:38][CH2:39][CH3:40])[cH:26][c:27]([S:30](=[O:31])(=[O:32])[N:33]4[CH2:34][CH2:35][CH2:36][CH2:37]4)[cH:28][cH:29]3)[N:11]([C:21](=[O:22])[N:47]3[CH2:46][CH2:45][N:44]([CH2:50][CH2:51][NH:52][S:53](=[O:54])(=[O:55])[CH3:56])[CH2:49][CH2:48]3)[C:12]2([CH3:13])[c:14]2[cH:15][cH:16][c:17]([Cl:20])[cH:18][cH:19]2)[cH:6][cH:7]1. The reactants are C12(CC3CC(CC(C1)C3)C2)OC2=CC=C(N)C=C2 (p-(1-adamantyloxy)aniline), N-formyl-p (1-adamentyloxy)aniline, C(=O)OCC (ethyl formate), amide. The product is C(=O)NC1=CC=C(C=C1)OC12CC3CC(CC(C1)C3)C2 (N-Formyl-p-(1-adamantyloxy)aniline). RXN SMILES: [C:1]12([O:11][C:12]3[CH:18]=[CH:17][C:15]([NH2:16])=[CH:14][CH:13]=3)[CH2:10][CH:5]3[CH2:6][CH:7]([CH2:9][CH:3]([CH2:4]3)[CH2:2]1)[CH2:8]2.[CH:19](OCC)=[O:20]>>[CH:19]([NH:16][C:15]1[CH:14]=[CH:13][C:12]([O:11][C:1]23[CH2:8][CH:7]4[CH2:6][CH:5]([CH2:4][CH:3]([CH2:9]4)[CH2:2]2)[CH2:10]3)=[CH:18][CH:17]=1)=[O:20]. Reported procedure: A suspension of 10.0 g. (0.041 mole) of p-(1-adamantyloxy)aniline in 60 ml. ethyl formate was stirred at reflux for 48 hours. The mixture was then taken to dryness and the residue recrystallized from Me2CO:cyclohexane. There was obtained 9.67 g. (87%) of the amide, N-formyl-p- (1-adamentyloxy)aniline m.p. 149°-150°.